The task is: describe an organic reaction: reactants, conditions, products, and yield. This data is from the Open Reaction Database (ORD), a public repository of structured organic reaction records. The reactants are O (water), N1C=NC=C1 (imidazole), [I-].[Na+] (sodium iodide), C(C1=CC=CC=C1)(=O)OC[C@H]1CCC[C@@H](O1)OC(CBr)C1=C(C=C(C=C1)Cl)Cl (trans-6-benzoyloxymethyl-2-[2-bromo-1-(2,4-dichlorophenyl)ethoxy]tetrahydropyran). Solvent: CN(C=O)C (dimethylformamide). Reaction conditions: temperature 130 celsius, time 6.5 hour. The product is C(C1=CC=CC=C1)(=O)OC[C@H]1CCC[C@@H](O1)OC(CN1C=NC=C1)C1=C(C=C(C=C1)Cl)Cl (1-[Trans-β-(6-benzoyloxymethyltetrahydropyran-2-yloxy)-2,4-dichlorophenethyl]imidazole). The yield is 48.2%. Reaction SMILES: [NH:1]1[CH:5]=[CH:4][N:3]=[CH:2]1.[I-].[Na+].[C:8]([O:16][CH2:17][C@@H:18]1[O:23][C@@H:22]([O:24][CH:25]([C:28]2[CH:33]=[CH:32][C:31]([Cl:34])=[CH:30][C:29]=2[Cl:35])[CH2:26]Br)[CH2:21][CH2:20][CH2:19]1)(=[O:15])[C:9]1[CH:14]=[CH:13][CH:12]=[CH:11][CH:10]=1.O>CN(C)C=O>[C:8]([O:16][CH2:17][C@@H:18]1[O:23][C@@H:22]([O:24][CH:25]([C:28]2[CH:33]=[CH:32][C:31]([Cl:34])=[CH:30][C:29]=2[Cl:35])[CH2:26][N:1]2[CH:5]=[CH:4][N:3]=[CH:2]2)[CH2:21][CH2:20][CH2:19]1)(=[O:15])[C:9]1[CH:10]=[CH:11][CH:12]=[CH:13][CH:14]=1 |f:1.2|. Procedure: 8.24 g of imidazole and 12.0 g of sodium iodide were added to a solution of 19.70 g of trans-6-benzoyloxymethyl-2-[2-bromo-1-(2,4-dichlorophenyl)ethoxy]tetrahydropyran in 150 ml of dimethylformamide, and the resulting mixture was stirred on an oil bath at 130° C. for 6.5 hours. The reaction mixture was then cooled, poured into water and extracted with diethyl ether. The ethereal extract was washed with aqueous sodium chloride and dried over anhydrous sodium sulphate, after which the solvent was ... Starting materials: FC1=NC=CC(=C1F)C=1C=NC(=C(C1)O[C@H](C)C1=C(C=CC(=C1)F)N1N=CC=N1)N (2′,3′-difluoro-5-{(1R)-1-[5-fluoro-2-(2H-1,2,3-triazol-2-yl)phenyl]ethoxy}-3,4′-bipyridin-6-amine), C([O-])([O-])=O.[K+].[K+] (potassium carbonate), Cl.OC1CNC1 (3-hydroxyazetidine hydrochloride). The solvent is CS(=O)C (DMSO). Product: NC1=C(C=C(C=N1)C1=C(C(=NC=C1)N1CC(C1)O)F)O[C@H](C)C1=C(C=CC(=C1)F)N1N=CC=N1 (1-(6-amino-3′-fluoro-5-{(1R)-1-[5-fluoro-2-(2H-1,2,3-triazol-2-yl)phenyl]ethoxy}-3,4′-bipyridin-2′-yl)azetidin-3-ol). The yield is 29.8%. Reaction SMILES: F[C:2]1[C:7]([F:8])=[C:6]([C:9]2[CH:10]=[N:11][C:12]([NH2:30])=[C:13]([O:15][C@@H:16]([C:18]3[CH:23]=[C:22]([F:24])[CH:21]=[CH:20][C:19]=3[N:25]3[N:29]=[CH:28][CH:27]=[N:26]3)[CH3:17])[CH:14]=2)[CH:5]=[CH:4][N:3]=1.C(=O)([O-])[O-].[K+].[K+].Cl.[OH:38][CH:39]1[CH2:42][NH:41][CH2:40]1>CS(C)=O>[NH2:30][C:12]1[N:11]=[CH:10][C:9]([C:6]2[CH:5]=[CH:4][N:3]=[C:2]([N:41]3[CH2:42][CH:39]([OH:38])[CH2:40]3)[C:7]=2[F:8])=[CH:14][C:13]=1[O:15][C@@H:16]([C:18]1[CH:23]=[C:22]([F:24])[CH:21]=[CH:20][C:19]=1[N:25]1[N:26]=[CH:27][CH:28]=[N:29]1)[CH3:17] |f:1.2.3,4.5|. Procedure details: 2′,3′-Difluoro-5-[(R)-1-(5-fluoro-2-[1,2,3]triazol-2-yl-phenyl)-ethoxy-[3,4′]bipyridinyl-6-ylamine (example 129) (35 mg, 0.085 mmol, 1.0 eq) and potassium carbonate (115 mg, 0.833 mmol, 9.8 eq) and 3-hydroxyazetidine hydrochloride (91.3 mg, 0.833 mmol, 9.8 eq) in anhydrous DMSO (2 mL) were microwaved for 10 min. at 150° C. The mixture was filtered, concentrated, and purified with a reverse phase pre-HPLC under acidic condition to give the title compound (11.8 mg, 30% yield) as a amorphous solid ... Starting materials: Cl.O1CCOCC1 (HCl Dioxane), NC(=O)C1=CC(=NC(=C1)Cl)N1CCC(CC1)NC(OC(C)(C)C)=O (tert-Butyl {1-[4-(aminocarbonyl)-6-chloropyridin-2-yl]piperidin-4-yl}carbamate), NC(=O)C1=CC(=NC(=C1)Cl)N1CCC(CC1)NC(OC(C)(C)C)=O (tert-Butyl {1-[4-(aminocarbonyl)-6-chloropyridin-2-yl]piperidin-4-yl}carbamate). Conditions: time 90 minute. Yields the product Cl.NC1CCN(CC1)C=1C=C(C(=O)N)C=C(N1)Cl (2-(4-Aminopiperidin-1-yl)-6-chloroisonicotinamide hydrochloride salt). Isolated yield 211.9%. As a reaction SMILES: Cl.O1CCOCC1.[NH2:8][C:9]([C:11]1[CH:16]=[C:15]([Cl:17])[N:14]=[C:13]([N:18]2[CH2:23][CH2:22][CH:21]([NH:24]C(=O)OC(C)(C)C)[CH2:20][CH2:19]2)[CH:12]=1)=[O:10]>>[ClH:17].[NH2:24][CH:21]1[CH2:20][CH2:19][N:18]([C:13]2[CH:12]=[C:11]([CH:16]=[C:15]([Cl:17])[N:14]=2)[C:9]([NH2:8])=[O:10])[CH2:23][CH2:22]1 |f:0.1,3.4|. Reported procedure: 4 N HCl/Dioxane solution (6 ml) was added to tert-butyl 1-[4-(aminocarbonyl)-6-chloropyridin-2-yl]piperidin-4-ylcarbamate (Intermediate 16, 100 mg, 0.282 mmol). The mixture was stirred at room temperature for 90 minutes. The solvent was removed in vacuo and the anhydrous diethylether (25 ml) was added. The solvent was removed in vacuo and light yellow solid that resulted was dried under vacuum for several hours to give the title compound as an off-white solid (87 mg). The reactants are FC(C1=CC=C(C=C1)C1=CC(=CC=C1)CO)(F)F ((4′-Trifluoromethyl-biphenyl-3-yl)-methanol), COC(COC1=C2CCCC2=C(C=C1)SCC=1C=C(C=CC1)C1=CC=C(C=C1)C(F)(F)F)=O ([7-(4′-Trifluoromethyl-biphenyl-3-ylmethylsulfanyl)-indan-4-yloxy]-acetic acid methyl ester), COC(COC1=C2CCCC2=C(C=C1)SCC=1C=C(C=CC1)C1=CC=C(C=C1)C(F)(F)F)=O ([7-(4′-Trifluoromethyl-biphenyl-3-ylmethylsulfanyl)-indan-4-yloxy]-acetic acid methyl ester). Product: FC(C1=CC=C(C=C1)C1=CC(=CC=C1)CSC=1C=CC(=C2CCCC12)OCC(=O)O)(F)F ([7-(4′-Trifluoromethyl-biphenyl-3-ylmethylsulfanyl)-indan-4-yloxy]-acetic acid). Reaction SMILES: FC(F)(F)C1C=CC(C2C=CC=C(CO)C=2)=CC=1.C[O:20][C:21](=[O:51])[CH2:22][O:23][C:24]1[CH:32]=[CH:31][C:30]([S:33][CH2:34][C:35]2[CH:36]=[C:37]([C:41]3[CH:46]=[CH:45][C:44]([C:47]([F:50])([F:49])[F:48])=[CH:43][CH:42]=3)[CH:38]=[CH:39][CH:40]=2)=[C:29]2[C:25]=1[CH2:26][CH2:27][CH2:28]2>>[F:50][C:47]([F:48])([F:49])[C:44]1[CH:45]=[CH:46][C:41]([C:37]2[CH:38]=[CH:39][CH:40]=[C:35]([CH2:34][S:33][C:30]3[CH:31]=[CH:32][C:24]([O:23][CH2:22][C:21]([OH:51])=[O:20])=[C:25]4[C:29]=3[CH2:28][CH2:27][CH2:26]4)[CH:36]=2)=[CH:42][CH:43]=1. Procedure: The title compound was prepared in the manner analogous to Example 3B using 48A. MS m/z 236 (M+1-Cl). Step 3. Preparation of [7-(4′-Trifluoromethyl-biphenyl-3-ylmethylsulfanyl)-indan-4-yloxy]-acetic acid methyl ester (Compound 48C) The reactants are ClC1=C(C=CC=C1)C=1SC(=C(N1)C1=CC=C(C=C1)C)C1=CC=C(C=C1)SC (2-(2-chlorophenyl)-4-(4-methylphenyl)-5-(4-methylthiophenyl)thiazole), C(C)O (ethanol), OOS(=O)[O-].[K+] (Oxone). The solvent is O (Water). Reaction conditions: time 16 hour. The product is CC1=CC=C(C=C1)C=1N=CSC1 (4-(4-methylphenyl)thiazole). Isolated yield 225.9%. RXN SMILES: ClC1C=CC=CC=1[C:8]1[S:9][C:10](C2C=CC(SC)=CC=2)=[C:11]([C:13]2[CH:18]=[CH:17][C:16]([CH3:19])=[CH:15][CH:14]=2)[N:12]=1.C(O)C.OOS([O-])=O.[K+]>O>[CH3:19][C:16]1[CH:17]=[CH:18][C:13]([C:11]2[N:12]=[CH:8][S:9][CH:10]=2)=[CH:14][CH:15]=1 |f:2.3|. Reported procedure: A 100 mL one-neck round-bottom flask, equipped with provisions for magnetic stirring, was charged with 2-(2-chlorophenyl)-4-(4-methylphenyl)-5-(4-methylthiophenyl)thiazole from Step 4 (0.243 g, 0.596 mmol) and aqueous ethanol (25 mL). Oxone®(1.10 g, 1.787 mmol) was added, and the suspension was stirred at room temperature for 16 hours. Water (25 mL) was added, and the product precipitated. The suspension was cooled to 0° C. and held for one hour. The product was filtered, washed with water (25 m...